This data is from the Open Reaction Database (ORD), a public repository of structured organic reaction records. The task is: describe an organic reaction: reactants, conditions, products, and yield Starting materials: BrB(Br)Br, O=C([O-])O, ClCCl, CC=C(C)C, Cl, COc1ccc2c3c(ccc2c1)-c1ccc(F)cc1SC3c1ccc(OCCN2CCCCC2)cc1, [Na+]. Product: Cl, Oc1ccc2c3c(ccc2c1)-c1ccc(F)cc1SC3c1ccc(OCCN2CCCCC2)cc1. Reaction SMILES: [B:43]([Br:44])([Br:45])[Br:46].[C:47](=[O:48])([OH:49])[O-:50].[CH2:52]([Cl:53])[Cl:54].[CH3:38][C:39](=[CH:40][CH3:41])[CH3:42].[ClH:37].[F:1][c:2]1[cH:3][c:4]2[c:17]([cH:18][cH:19]1)-[c:16]1[c:7]([c:8]3[cH:9][cH:10][c:11]([O:20][CH3:21])[cH:12][c:13]3[cH:14][cH:15]1)[CH:6]([c:22]1[cH:23][cH:24][c:25]([O:26][CH2:27][CH2:28][N:29]3[CH2:30][CH2:31][CH2:32][CH2:33][CH2:34]3)[cH:35][cH:36]1)[S:5]2.[Na+:51]>>[ClH:37].[F:1][c:2]1[cH:3][c:4]2[c:17]([cH:18][cH:19]1)-[c:16]1[c:7]([c:8]3[cH:9][cH:10][c:11]([OH:20])[cH:12][c:13]3[cH:14][cH:15]1)[CH:6]([c:22]1[cH:23][cH:24][c:25]([O:26][CH2:27][CH2:28][N:29]3[CH2:30][CH2:31][CH2:32][CH2:33][CH2:34]3)[cH:35][cH:36]1)[S:5]2. Reactants: C(C)(=O)O[C@@H]1[C@]2(C)[C@@H](CC1)C1=CCC=3CC(CCC3[C@H]1CC2)O (17β-Acetoxyestra-5(10),7-dien-3-ol), N1C=NC=C1 (imidazole), Cl (HCl), [Si](C1=CC=CC=C1)(C1=CC=CC=C1)(C(C)(C)C)Cl (tert-butyldiphenylsilylchloride). The solvent is ClCCl (dichloromethane). Conditions: time 16 hour. Product: C(C)(=O)O[C@@H]1[C@]2(C)[C@@H](CC1)C1=CCC=3CC(CCC3[C@H]1CC2)O[Si](C2=CC=CC=C2)(C2=CC=CC=C2)C(C)(C)C (17β-Acetoxy-3-(tert-butyldiphenylsilyl)oxyestra-5(10),7-diene). Isolated yield 115.9%. Reaction SMILES: [C:1]([O:4][C@H:5]1[CH2:10][CH2:9][C@H:8]2[C:11]3[C@H:20]([CH2:21][CH2:22][C@:6]12[CH3:7])[C:19]1[CH2:18][CH2:17][CH:16]([OH:23])[CH2:15][C:14]=1[CH2:13][CH:12]=3)(=[O:3])[CH3:2].N1C=CN=C1.[Si:29](Cl)([C:42]([CH3:45])([CH3:44])[CH3:43])([C:36]1[CH:41]=[CH:40][CH:39]=[CH:38][CH:37]=1)[C:30]1[CH:35]=[CH:34][CH:33]=[CH:32][CH:31]=1.Cl>ClCCl>[C:1]([O:4][C@H:5]1[CH2:10][CH2:9][C@H:8]2[C:11]3[C@H:20]([CH2:21][CH2:22][C@:6]12[CH3:7])[C:19]1[CH2:18][CH2:17][CH:16]([O:23][Si:29]([C:42]([CH3:45])([CH3:44])[CH3:43])([C:36]2[CH:37]=[CH:38][CH:39]=[CH:40][CH:41]=2)[C:30]2[CH:35]=[CH:34][CH:33]=[CH:32][CH:31]=2)[CH2:15][C:14]=1[CH2:13][CH:12]=3)(=[O:3])[CH3:2]. Procedure details: To a solution of the alcohols 10 (1.08 g, 3.42 mmol) in dichloromethane (20 mL) was added imidazole (1.6 eq, 0.37 g, 5.43 mmol) followed by tert-butyldiphenylsilylchloride (1.6 eq, 1.42 mL, 3.64 mmol). The mixture was stirred 16 h at room temperature under nitrogen then poured into 1N HCl (100 mL). The layers were separated and the aqueous layer was extracted with ether (3×50 mL). The organic layers were combined, washed with saturated aqueous NaCl solution (50 mL), dried over magnesium sulfate ... Yields the product Cc1cc(O)c(C(=O)C=CC(C)C)c(=O)o1. Reactants: COC(C)(C)C, Cc1cc2c(c(=O)o1)C(=O)CC(C(C)C)O2, CO, Cl, [K+], [OH-]. As a reaction SMILES: [C:19]([O:20][CH3:21])([CH3:22])([CH3:23])[CH3:24].[CH3:1][c:2]1[cH:3][c:4]2[c:9]([c:10](=[O:12])[o:11]1)[C:8](=[O:13])[CH2:7][CH:6]([CH:14]([CH3:15])[CH3:16])[O:5]2.[CH3:26][OH:27].[ClH:25].[K+:18].[OH-:17]>>[CH3:1][c:2]1[cH:3][c:4]([OH:5])[c:9]([C:8]([CH:7]=[CH:6][CH:14]([CH3:15])[CH3:16])=[O:13])[c:10](=[O:12])[o:11]1. The solvent is CC1OCCC1 (2-methyltetrahydrofuran), CC1OCCC1 (2-methyltetrahydrofuran). The reactants are O (water), ClCC(=O)Cl (chloroacetyl chloride), COC(CNC)OC ((methylamino)-acetaldehyde dimethylacetal), C([O-])([O-])=O.[K+].[K+] (potassium carbonate). Yields the product ClCC(=O)N(C)CC(OC)OC (2-chloro-N-(2,2-dimethoxy-ethyl)-N-methyl-acetamide). Reported procedure: 195 ml chloroacetyl chloride in 200 ml 2-methyltetrahydrofuran are added dropwise at 2° C. within one hour to a mixture of 300 ml (methylamino)-acetaldehyde dimethylacetal, 1200 ml 2-methyltetrahydrofuran and 1200 ml saturated potassium carbonate solution. After 40 min 1450 ml of water are added and the phases are separated. The aqueous phase is extracted with 600 ml 2-methyltetrahydrofuran. The combined organic phases are dried on sodium sulphate and evaporated down. 451 g product remain. As a reaction SMILES: [Cl:1][CH2:2][C:3](Cl)=[O:4].[CH3:6][O:7][CH:8]([O:12][CH3:13])[CH2:9][NH:10][CH3:11].C(=O)([O-])[O-].[K+].[K+].O>CC1CCCO1>[Cl:1][CH2:2][C:3]([N:10]([CH2:9][CH:8]([O:12][CH3:13])[O:7][CH3:6])[CH3:11])=[O:4] |f:2.3.4|. Conditions: temperature 110 celsius. Reactants: S1C(=CC=C1)C[C@@H](N)C(=O)O (β-2-thienyl-D-alanine), C=O (formaldehyde), Cl (hydrochloric acid). Reaction SMILES: [S:1]1[CH:5]=[CH:4][CH:3]=[C:2]1[CH2:6][C@H:7]([C:9]([OH:11])=[O:10])[NH2:8].[CH2:12]=O.[ClH:14]>>[ClH:14].[S:1]1[C:2]2[CH2:6][C@H:7]([C:9]([OH:11])=[O:10])[NH:8][CH2:12][C:3]=2[CH:4]=[CH:5]1 |f:3.4|. Procedure details: A mixture containing 87 mmol of β-2-thienyl-D-alanine, 11 ml of formaldehyde at 40% in aqueous medium, and 88 ml of 1N hydrochloric acid is heated for 2 h 30 min at 110° C., with stirring, and then at 60° C. overnight. After evaporation, the residue is taken up in ethanol and then evaporated and the expected product is recovered in the form of a solid in diethyl ether. Product: Cl.S1C=CC=2CN[C@H](CC21)C(=O)O ((6R)-4,5,6,7-Tetrahydrothieno[3,2-c]pyridine-6-carboxylic Acid Hydrochloride). Starting materials: [H-].[Na+] (sodium hydride), FC1=C(CN(C(OCC2=CC=CC=C2)=O)C)C=C(C=C1)[N+](=O)[O-] (Benzyl 2-fluoro-5-nitrobenzyl(methyl)carbamate), C(C)C(C(=O)OCC)C(=O)OCC (Diethyl 2-ethylmalonate). Run in CS(=O)C (DMSO), CS(=O)C (DMSO), CS(=O)C (DMSO). Conditions: time 5 minute. Product: C(C1=CC=CC=C1)OC(=O)N(C)CC1=C(C=CC(=C1)[N+](=O)[O-])C(C(=O)OCC)(C(=O)OCC)CC (Diethyl 2-(2-((((benzyloxy)carbonyl)(methyl)amino)methyl)-4-nitrophenyl)-2-ethylmalonate). The yield is 97.5%. As a reaction SMILES: [H-].[Na+].[CH2:3]([CH:5]([C:11]([O:13][CH2:14][CH3:15])=[O:12])[C:6]([O:8][CH2:9][CH3:10])=[O:7])[CH3:4].F[C:17]1[CH:35]=[CH:34][C:33]([N+:36]([O-:38])=[O:37])=[CH:32][C:18]=1[CH2:19][N:20]([CH3:31])[C:21](=[O:30])[O:22][CH2:23][C:24]1[CH:29]=[CH:28][CH:27]=[CH:26][CH:25]=1>CS(C)=O>[CH2:23]([O:22][C:21]([N:20]([CH2:19][C:18]1[CH:32]=[C:33]([N+:36]([O-:38])=[O:37])[CH:34]=[CH:35][C:17]=1[C:5]([CH2:3][CH3:4])([C:6]([O:8][CH2:9][CH3:10])=[O:7])[C:11]([O:13][CH2:14][CH3:15])=[O:12])[CH3:31])=[O:30])[C:24]1[CH:29]=[CH:28][CH:27]=[CH:26][CH:25]=1 |f:0.1|. Procedure details: To a flask with sodium hydride (207 mg, 8.64 mmol) was added DMSO (5 mL). The mixture was stirred at rt for 5 min. Diethyl 2-ethylmalonate (1626 mg, 8.64 mmol) in DMSO (5 mL) was added. After 20 min stirring, 13A (550 mg, 1.728 mmol) in DMSO (5 mL) was added. The reaction mixture was heated at 65° C. over night. The reaction was quenched with water, extracted with EtOAc. The organic layer was dried over sodium sulfate and concentrated. The crude product was purified by flash chromatography to gi...